Dataset: the Open Reaction Database (ORD), a public repository of structured organic reaction records. Task: describe an organic reaction: reactants, conditions, products, and yield The reactants are C(C)OC(=O)N1[C@H](C[C@H](C2=CC3=C(C=C12)CCC3)NCC3=CC(=CC(=C3)C(F)(F)F)C(F)(F)F)C (cis-4-(3,5-Bis-trifluoromethyl-benzylamino)-2-methyl-2,3,4,6,7,8-hexahydro-cyclopenta[g]quinoline-1-carboxylic acid ethyl ester), N1=CC=CC=C1 (pyridine), C(C)(=O)Cl (acetyl chloride). Solvent: ClCCl (dichloromethane). Run at time 8 hour. Yields the product C(C)OC(=O)N1C(CC(C2=CC3=C(C=C12)CCC3)N(CC3=CC(=CC(=C3)C(F)(F)F)C(F)(F)F)C(C)=O)C (4-[Acetyl-(3,5-bis-trifluoromethyl-benzyl)-amino]-2-methyl-2,3,4,6,7,8-hexahydro-cyclopenta[g]quinoline-1-carboxylic acid ethyl ester). The yield is 36.9%. RXN SMILES: [CH2:1]([O:3][C:4]([N:6]1[C:15]2[C:10](=[CH:11][C:12]3[CH2:18][CH2:17][CH2:16][C:13]=3[CH:14]=2)[C@H:9]([NH:19][CH2:20][C:21]2[CH:26]=[C:25]([C:27]([F:30])([F:29])[F:28])[CH:24]=[C:23]([C:31]([F:34])([F:33])[F:32])[CH:22]=2)[CH2:8][C@@H:7]1[CH3:35])=[O:5])[CH3:2].N1C=CC=CC=1.[C:42](Cl)(=[O:44])[CH3:43]>ClCCl>[CH2:1]([O:3][C:4]([N:6]1[C:15]2[C:10](=[CH:11][C:12]3[CH2:18][CH2:17][CH2:16][C:13]=3[CH:14]=2)[CH:9]([N:19]([C:42](=[O:44])[CH3:43])[CH2:20][C:21]2[CH:22]=[C:23]([C:31]([F:34])([F:32])[F:33])[CH:24]=[C:25]([C:27]([F:28])([F:29])[F:30])[CH:26]=2)[CH2:8][CH:7]1[CH3:35])=[O:5])[CH3:2]. Procedure details: A solution of cis-4-(3,5-bis-trifluoromethyl-benzylamino)-2-methyl-2,3,4,6,7,8-hexahydro-cyclopenta[g]quinoline-1-carboxylic acid ethyl ester (Example 1E) (50 mg, 0.1 mmol) and pyridine (0.15 mL, 1.85 mmol) in dichloromethane (2.5 mL) was cooled in an ice water bath as acetyl chloride (0.2 mL, 2.8 mmol) was added by syringe. After stirring overnight at room temperature, the mixture was washed with 2N HCl, dried over magnesium sulfate, filtered, and concentrated in vacuo. The residue was purified...